From a dataset of the Open Reaction Database (ORD), a public repository of structured organic reaction records. describe an organic reaction: reactants, conditions, products, and yield Starting materials: O=C1c2ccccc2C(=O)N1CCBr, Fc1ccc2c(c1)Cc1ccccc1C1CNCCN21. The product is O=C1c2ccccc2C(=O)N1CCN1CCN2c3ccc(F)cc3Cc3ccccc3C2C1. As a reaction SMILES: [Br:21][CH2:22][CH2:23][N:24]1[C:25](=[O:34])[c:26]2[c:27]([cH:30][cH:31][cH:32][cH:33]2)[C:28]1=[O:29].[F:1][c:2]1[cH:3][cH:4][c:5]2[c:6]([cH:20]1)[CH2:7][c:8]1[c:9]([cH:16][cH:17][cH:18][cH:19]1)[CH:10]1[N:11]2[CH2:12][CH2:13][NH:14][CH2:15]1>>[F:1][c:2]1[cH:3][cH:4][c:5]2[c:6]([cH:20]1)[CH2:7][c:8]1[c:9]([cH:16][cH:17][cH:18][cH:19]1)[CH:10]1[N:11]2[CH2:12][CH2:13][N:14]([CH2:22][CH2:23][N:24]2[C:25](=[O:34])[c:26]3[c:27]([cH:30][cH:31][cH:32][cH:33]3)[C:28]2=[O:29])[CH2:15]1. The reactants are C(C)#N (acetonitrile), C(C)(=O)OC(C1([C@H]2SC=C(N2C1=O)C(=O)OCC1=CC=C(C=C1)[N+](=O)[O-])Br)C1=NN2C(N=C(C=3CCCCC23)C)=N1 (4-nitrobenzyl (5R)-6-[(acetyloxy)(5-methyl-6,7,8,9-tetrahydro[1,2,4]triazolo[1,5-a]quinazolin-2-yl)methyl]-6-bromo-7-oxo-4-thia-1-azabicyclo[3.2.0]hept-2-ene-2-carboxylate), P(=O)([O-])([O-])[O-] (phosphate). Reagents/catalysts: [Pd] (Pd/C). Run in C1CCOC1 (THF). Reaction conditions: temperature 3 celsius. Product: CC1=NC=2N(C=3CCCCC13)N=C(N2)\C=C\2/[C@H]1SC=C(N1C2=O)C(=O)O ((5R,6Z)-6-[(5-methyl-6,7,8,9-tetrahydro[1,2,4]triazolo[1,5-a]quinazolin-2-yl)methylene]-7-oxo-4-thia-1-azabicyclo[3.2.0]hept-2-ene-2-carboxylic acid). Reaction SMILES: C(O[CH:5]([C:28]1[N:41]=[C:31]2[N:32]=[C:33]([CH3:40])[C:34]3[CH2:35][CH2:36][CH2:37][CH2:38][C:39]=3[N:30]2[N:29]=1)[C:6]1(Br)[C:12](=[O:13])[N:11]2[C@@H:7]1[S:8][CH:9]=[C:10]2[C:14]([O:16]CC1C=CC([N+]([O-])=O)=CC=1)=[O:15])(=O)C.C(#N)C.P([O-])([O-])([O-])=O>C1COCC1.[Pd]>[CH3:40][C:33]1[C:34]2[CH2:35][CH2:36][CH2:37][CH2:38][C:39]=2[N:30]2[N:29]=[C:28](/[CH:5]=[C:6]3\[C@@H:7]4[N:11]([C:12]\3=[O:13])[C:10]([C:14]([OH:16])=[O:15])=[CH:9][S:8]4)[N:41]=[C:31]2[N:32]=1. Procedure: 4-nitrobenzyl (5R)-6-[(acetyloxy)(5-methyl-6,7,8,9-tetrahydro[1,2,4]triazolo[1,5-a]quinazolin-2-yl)methyl]-6-bromo-7-oxo-4-thia-1-azabicyclo[3.2.0]hept-2-ene-2-carboxylate (600 mg, 0.93 mmol) was dissolved in THF (20 mL) and acetonitrile (20 mL) and phosphate buffer (6.5 pH) (20 ml) and hydrogenated over Pd/C (10%) (200 mg) under 40 psi pressure. At the end, reaction mixture was filtered, cooled to 3° C., and 0.1 N NaOH was added to adjust the pH to 8.5. The filtrate was washed with ethyl acetat... Yield: 76.9%. RXN SMILES: [CH3:1][C:2]1[CH:19]=[C:18]([F:20])[CH:17]=[C:16]([CH3:21])[C:3]=1[CH2:4][NH:5][C:6]1[C:14]2[NH:13][C:12]([CH3:15])=[N:11][C:10]=2[CH:9]=[CH:8][CH:7]=1.[OH-].[Na+].[CH3:24]I>COCCOC.[Br-].C([N+](CCCC)(CCCC)CCCC)CCC>[CH3:1][C:2]1[CH:19]=[C:18]([F:20])[CH:17]=[C:16]([CH3:21])[C:3]=1[CH2:4][NH:5][C:6]1[C:14]2[C:10](=[N:11][C:12]([CH3:24])([CH3:15])[N:13]=2)[CH:9]=[CH:8][CH:7]=1 |f:1.2,5.6|. Conditions: time 15 minute. Procedure: 4-(2,6-Dimethyl-4-fluorobenzylamino)-2-methylbenzimidazole (0.1 g, 0.35 mmol) was dissolved in 1,2-dimethoxyethane (3 ml). Solid sodium hydroxide (25 mg, 0.63 mmol) and tetrabutylammonium bromide (5 mg, 0.016 mmol) were added. The mixture was stirred 15 minutes at ambient temperature. Methyl iodide (60 mg 0.42 mmol) was added and the reaction mixture was stirred at ambient temperature for 2.5 h. The solvent was evaporated under reduced pressure. The residue was purified by column chromatography ... Product: CC1=C(CNC2=CC=CC3=NC(N=C32)(C)C)C(=CC(=C1)F)C (4-(2,6-dimethyl-4-fluorobenzylamino)- 2 ,2-dimethylbenzimidazole). The reagents and catalysts are [Br-].C(CCC)[N+](CCCC)(CCCC)CCCC (tetrabutylammonium bromide). Starting materials: [OH-].[Na+] (sodium hydroxide), CC1=C(CNC2=CC=CC=3N=C(NC32)C)C(=CC(=C1)F)C (4-(2,6-Dimethyl-4-fluorobenzylamino)-2-methylbenzimidazole), CI (Methyl iodide). The solvent is COCCOC (1,2-dimethoxyethane). Product: CON(C)C(=O)C1CCN(C(=O)OCc2ccccc2)CC1. Starting materials: O=C(O)C1CCN(C(=O)OCc2ccccc2)CC1, CCN=C=NCCCN(C)C, CNOC, CN(C)c1ccncc1, CCN(C(C)C)C(C)C, ClCCl, Cl, Cl. As a reaction SMILES: [CH2:1]([c:2]1[cH:3][cH:4][cH:5][cH:6][cH:7]1)[O:8][C:9](=[O:10])[N:11]1[CH2:12][CH2:13][CH:14]([C:17](=[O:18])[OH:19])[CH2:15][CH2:16]1.[CH2:26]([N:27]=[C:28]=[N:29][CH2:30][CH2:31][CH2:32][N:33]([CH3:34])[CH3:35])[CH3:36].[CH3:21][NH:22][O:23][CH3:24].[CH3:46][N:47]([CH3:48])[c:49]1[cH:50][cH:51][n:52][cH:53][cH:54]1.[CH:37]([N:38]([CH2:39][CH3:40])[CH:41]([CH3:42])[CH3:43])([CH3:44])[CH3:45].[Cl:55][CH2:56][Cl:57].[ClH:20].[ClH:25]>>[CH2:1]([c:2]1[cH:3][cH:4][cH:5][cH:6][cH:7]1)[O:8][C:9](=[O:10])[N:11]1[CH2:12][CH2:13][CH:14]([C:17](=[O:19])[N:22]([CH3:21])[O:23][CH3:24])[CH2:15][CH2:16]1. Reactants: ClC=1C=C(C=CC1)NC(=CC(C(F)(F)F)=O)C1=CC=CC=C1 (4-(3-Chloro-phenylamino)-1,1,1-trifluoro-4-phenyl-but-3-en-2-one), polyphosphoric acid, C(C)(C)OC(=O)C1(CC(C1)(OC)OC)C(=O)OC(C)C (3,3-Dimethoxy-cyclobutane-1,1-dicarboxylic acid diisopropyl ester). Solvent: ice water. The product is ClC1=CC=C2C(=CC(=NC2=C1)C1=CC=CC=C1)C(F)(F)F (7-Chloro-2-phenyl-4-trifluoromethyl-quinoline). RXN SMILES: [Cl:1][C:2]1[CH:3]=[C:4]([NH:8][C:9]([C:17]2[CH:22]=[CH:21][CH:20]=[CH:19][CH:18]=2)=[CH:10][C:11](=O)[C:12]([F:15])([F:14])[F:13])[CH:5]=[CH:6][CH:7]=1.C(OC(C1(C(OC(C)C)=O)CC(OC)(OC)C1)=O)(C)C>>[Cl:1][C:2]1[CH:3]=[C:4]2[C:5]([C:11]([C:12]([F:15])([F:14])[F:13])=[CH:10][C:9]([C:17]3[CH:22]=[CH:21][CH:20]=[CH:19][CH:18]=3)=[N:8]2)=[CH:6][CH:7]=1. Procedure: 4-(3-Chloro-phenylamino)-1,1,1-trifluoro-4-phenyl-but-3-en-2-one (2.8 g, 0.0086 mole) and polyphosphoric acid (60 mL) in a 250 mL 3 neck round bottom flask was stirred mechanically under an atmosphere of Nitrogen at 165° C. internal temperature for 3 h. The reaction was poured over stirring ice water (600 ml). The product precipitated, and was collected by suction filtration, washed with water, and air dried overnight. The solids remaining in the Buchner funnel, and beaker from aqueous quench we... Reactants: C(#N)C=1C=C(C=O)C=CC1 (3-cyanobenzaldehyde), CC(CC(C)=O)=O (2,4-pentanedione), C(C)(=O)[O-].[NH4+] (ammonium acetate). The solvent is CC(C)O (2-propanol). The product is C(#N)C=1C=C(C=C(C(C)=O)C(C)=O)C=CC1 (3-(3-Cyanobenzylidene)-2,4-pentanedione). As a reaction SMILES: [C:1]([C:3]1[CH:4]=[C:5]([CH:8]=[CH:9][CH:10]=1)[CH:6]=O)#[N:2].[CH3:11][C:12](=[O:17])[CH2:13][C:14](=[O:16])[CH3:15].C([O-])(=O)C.[NH4+]>CC(O)C>[C:1]([C:3]1[CH:4]=[C:5]([CH:8]=[CH:9][CH:10]=1)[CH:6]=[C:13]([C:12](=[O:17])[CH3:11])[C:14](=[O:16])[CH3:15])#[N:2] |f:2.3|. Procedure: 3-cyanobenzaldehyde (2,62 g) was condenced with 2,4-pentanedione (3,0 g) in 2-propanol (10 ml) in the presence of ammonium acetate. Mp 63°-64° C., yield 1,27 g (30%). The reactants are [N+](=O)([O-])C=1C=C(C(=O)C2=CC=CC=C2)C=CC1Cl (3-nitro-4-chloro-benzophenone), C(C(C)C)NCC(C)C (diisobutylamine). The solvent is C(C)O (ethanol), C(C)O (ethanol). Run at time 6 hour. Yields the product [N+](=O)([O-])C=1C=C(C(=O)C2=CC=CC=C2)C=CC1N(CC(C)C)CC(C)C (3-nitro-4-(N,N-diisobutylamino)-benzophenone). Reaction SMILES: [N+:1]([C:4]1[CH:5]=[C:6]([CH:15]=[CH:16][C:17]=1Cl)[C:7]([C:9]1[CH:14]=[CH:13][CH:12]=[CH:11][CH:10]=1)=[O:8])([O-:3])=[O:2].[CH2:19]([NH:23][CH2:24][CH:25]([CH3:27])[CH3:26])[CH:20]([CH3:22])[CH3:21]>C(O)C>[N+:1]([C:4]1[CH:5]=[C:6]([CH:15]=[CH:16][C:17]=1[N:23]([CH2:24][CH:25]([CH3:27])[CH3:26])[CH2:19][CH:20]([CH3:22])[CH3:21])[C:7]([C:9]1[CH:14]=[CH:13][CH:12]=[CH:11][CH:10]=1)=[O:8])([O-:3])=[O:2]. Reported procedure: A mixture of 26 g of 3-nitro-4-chloro-benzophenone, 20 ml. of ethanol and 35 ml. of diisobutylamine is heated to 80° to 85° C. under stirring, and the reaction mixture is kept at this temperature for 6 hours. When the reaction is over, the ethanol is distilled off under reduced pressure, and 260 ml. of petroleum ether (b.p.: 40° to 100° C.) are added to the solid residue. The separated diisobutylamine hydrochloride is removed by filtration, the filtrate is evaporated, and the residue is recrysta... Starting materials: COC1=CC=C(C=C1)N (p-anisidine), C1(=CC=CC=C1)S(=O)(=O)N1C=C(C=2C1=NC=CC2)C2=NC(=NC=C2)Cl (1-benzenesulfonyl-3-(2-chloro-pyrimidin-4-yl)-1H-pyrrolo[2,3-b]pyridine). The product is COC1=CC=C(C=C1)NC1=NC=CC(=N1)C1=CNC2=NC=CC=C21 ((4-Methoxy-phenyl)-[4-(1H-pyrrolo[2,3-b]pyridin-3-yl)-pyrimidin-2-yl]-amine). Yield: 40.9%. RXN SMILES: [CH3:1][O:2][C:3]1[CH:8]=[CH:7][C:6]([NH2:9])=[CH:5][CH:4]=1.C1(S([N:19]2[C:23]3=[N:24][CH:25]=[CH:26][CH:27]=[C:22]3[C:21]([C:28]3[CH:33]=[CH:32][N:31]=[C:30](Cl)[N:29]=3)=[CH:20]2)(=O)=O)C=CC=CC=1>>[CH3:1][O:2][C:3]1[CH:8]=[CH:7][C:6]([NH:9][C:30]2[N:29]=[C:28]([C:21]3[C:22]4[C:23](=[N:24][CH:25]=[CH:26][CH:27]=4)[NH:19][CH:20]=3)[CH:33]=[CH:32][N:31]=2)=[CH:5][CH:4]=1. Reported procedure: Using the procedure of example 1, p-anisidine (100 mg) was reacted with compound 1f (100 mg) to provide compound 5 (35 mg, 41%). 1H NMR (400 MHz, CD3OD) δ 8.73 (d, J=8.0 Hz, 1H), 8.27 (m, 2H), 8.07 (s, 1H), 7.55 (d, J=9.0 Hz, 2H), 7.18 (dd, J=8.0 Hz, 4.8 Hz, 1H), 7.06 (d, J=5.6 Hz, 1H), 6.96 (d, J=9.0 Hz, 2H), 3.86 (s, 3H). MS (ESI) m/z: 318 (M+H)+.